This data is from the Open Reaction Database (ORD), a public repository of structured organic reaction records. The task is: describe an organic reaction: reactants, conditions, products, and yield As a reaction SMILES: [Cl:1][c:2]1[n:3]([CH2:10][C:11]2([CH3:14])[O:12][CH2:13]2)[cH:4][c:5]([N+:7](=[O:8])[O-:9])[n:6]1.[F:15][C:16]([c:17]1[cH:18][cH:19][c:20]([O:21][CH:22]2[CH2:23][CH2:24][NH:25][CH2:26][CH2:27]2)[cH:28][cH:29]1)([F:30])[F:31].[O:33]=[CH:34][N:35]([CH3:36])[CH3:37].[OH2:32]>>[Cl:1][c:2]1[n:3]([CH2:10][C:11]([OH:12])([CH2:13][N:25]2[CH2:24][CH2:23][CH:22]([O:21][c:20]3[cH:19][cH:18][c:17]([C:16]([F:15])([F:30])[F:31])[cH:29][cH:28]3)[CH2:27][CH2:26]2)[CH3:14])[cH:4][c:5]([N+:7](=[O:8])[O-:9])[n:6]1. The reactants are CC1(Cn2cc([N+](=O)[O-])nc2Cl)CO1, FC(F)(F)c1ccc(OC2CCNCC2)cc1, CN(C)C=O, O. The product is CC(O)(CN1CCC(Oc2ccc(C(F)(F)F)cc2)CC1)Cn1cc([N+](=O)[O-])nc1Cl. The reactants are [Cl-].[NH4+] (ammonium chloride), [H-].[Na+] (sodium hydride), BrC1=C(C=C(C=C1)Br)[N+](=O)[O-] (1,4-dibromo-2-nitrobenzene), C(CC(=O)OC)(=O)OC (dimethyl malonate). The solvent is CS(=O)C (dimethyl sulfoxide). Conditions: temperature 100 celsius. Product: BrC1=CC(=C(C=C1)C(C(=O)OC)C(=O)OC)[N+](=O)[O-] (dimethyl 2-(4-bromo-2-nitrophenyl)malonate). As a reaction SMILES: [H-].[Na+].[C:3]([O:10][CH3:11])(=[O:9])[CH2:4][C:5]([O:7][CH3:8])=[O:6].Br[C:13]1[CH:18]=[CH:17][C:16]([Br:19])=[CH:15][C:14]=1[N+:20]([O-:22])=[O:21].[Cl-].[NH4+]>CS(C)=O>[Br:19][C:16]1[CH:17]=[CH:18][C:13]([CH:4]([C:3]([O:10][CH3:11])=[O:9])[C:5]([O:7][CH3:8])=[O:6])=[C:14]([N+:20]([O-:22])=[O:21])[CH:15]=1 |f:0.1,4.5|. Procedure: To 9.4 g of sodium hydride was added 195 ml of dimethyl sulfoxide, followed by the dropwise addition of 22.37 ml of dimethyl malonate. At the end of the addition, the mixture was heated at 100° C. and maintained at that temperature for 40 minutes. At this point, 25 g of 1,4-dibromo-2-nitrobenzene was added all at once. The reaction mixture was maintained at 100° C. for 4 hours and then it was added to 1.0 liter of saturated ammonium chloride solution. The resulting mixture was extracted with eth... The reactants are O=C([O-])[O-], COC(=O)CC(O)C(=O)OC, ClCc1ccccc1, [Cs+], [Cs+], O=C=O. The product is O=C(O)OCc1ccccc1, COC(=O)CC(O)C(=O)OC. As a reaction SMILES: [C:12]([O-:13])([O-:14])=[O:15].[C:1]([CH:2]([OH:3])[CH2:4][C:5](=[O:6])[O:7][CH3:8])(=[O:9])[O:10][CH3:11].[Cl:21][CH2:22][c:23]1[cH:24][cH:25][cH:26][cH:27][cH:28]1.[Cs+:16].[Cs+:17].[O:18]=[C:19]=[O:20]>>[C:12]([OH:13])(=[O:14])[O:15][CH2:22][c:23]1[cH:24][cH:25][cH:26][cH:27][cH:28]1.[C:1]([CH:2]([OH:3])[CH2:4][C:5](=[O:6])[O:7][CH3:8])(=[O:9])[O:10][CH3:11]. Reactants: ClC=1C=CC2=C(NC3=C(NC2=O)C=C(C=C3)CCO)C1 (3-chloro-8-(2-hydroxyethyl)-5,10-dihydro-11H-dibenzo[b,e][1,4]diazepin-11-one), N1C(C=CC=C1)=O (pyridin-2 (1H)-one), C1=CC=C(C=C1)P(C2=CC=CC=C2)C3=CC=CC=C3 (PPh3), N(=NC(=O)OC(C)(C)C)C(=O)OC(C)(C)C (di-tert-butyl azodicarboxylate). Solvent: C1CCOC1 (THF). The product is ClC=1C=CC2=C(NC3=C(NC2=O)C=C(C=C3)CCOC3=NC=CC=C3)C1 (3-chloro-8-[2-(pyridin-2-yloxy)ethyl]-5,10-dihydro-11H-dibenzo[b,e][1,4]diazepin-11-one). The yield is 37.9%. RXN SMILES: [Cl:1][C:2]1[CH:3]=[CH:4][C:5]2[C:11](=[O:12])[NH:10][C:9]3[CH:13]=[C:14]([CH2:17][CH2:18][OH:19])[CH:15]=[CH:16][C:8]=3[NH:7][C:6]=2[CH:20]=1.[NH:21]1[CH:26]=[CH:25][CH:24]=[CH:23][C:22]1=O.C1C=CC(P(C2C=CC=CC=2)C2C=CC=CC=2)=CC=1.N(C(OC(C)(C)C)=O)=NC(OC(C)(C)C)=O>C1COCC1>[Cl:1][C:2]1[CH:3]=[CH:4][C:5]2[C:11](=[O:12])[NH:10][C:9]3[CH:13]=[C:14]([CH2:17][CH2:18][O:19][C:22]4[CH:23]=[CH:24][CH:25]=[CH:26][N:21]=4)[CH:15]=[CH:16][C:8]=3[NH:7][C:6]=2[CH:20]=1. Procedure: A mixture of Example 204A (150 mg, 0.52 mmol), pyridin-2 (1H)-one (96 mg, 1.0 mmol), PPh3 (180 mg, 0.68 mmol) and di-tert-butyl azodicarboxylate (160 mg, 0.68 mmol) in 10 mL of THF was stirred overnight. The reaction mixture was purified by flash column chromatography on silica gel with 7:3 hexanes/ethyl acetate to provide 72 mg of the desired product. The column was then washed with 100:3:1 EtOAc/MeOH/NH4OH to give 79 mg of 3-chloro-8-[2-(2-oxo-2H-pyridin-1-yl)-ethyl]-5,10-dihydro-dibenzo[b,e][... Reactants: ClC1=CC=C(CNC(=O)C=2S(C3=C(N(N2)C)SC=C3)(=O)=O)C=C1 (N-(4-chlorobenzyl)-1-methyl-1H-thieno[2,3-e][1,3,4]-thiadiazine-3-carboxamide 4,4-dioxide), CN(C)C=O (DMF), BrN1C(CCC1=O)=O (N-bromosuccinimide). The solvent is C(Cl)Cl (CH2Cl2). Product: BrC1=CC2=C(N(N=C(S2(=O)=O)C(=O)NCC2=CC=C(C=C2)Cl)C)S1 (6-Bromo-N-(4-chlorobenzyl)-1-methyl-1H-thieno[2,3-e][1,3,4]thiadiazine-3-carboxamide 4,4-Dioxide). As a reaction SMILES: [Cl:1][C:2]1[CH:23]=[CH:22][C:5]([CH2:6][NH:7][C:8]([C:10]2[S:11](=[O:21])(=[O:20])[C:12]3[CH:19]=[CH:18][S:17][C:13]=3[N:14]([CH3:16])[N:15]=2)=[O:9])=[CH:4][CH:3]=1.CN(C=O)C.[Br:29]N1C(=O)CCC1=O>C(Cl)Cl>[Br:29][C:18]1[S:17][C:13]2[N:14]([CH3:16])[N:15]=[C:10]([C:8]([NH:7][CH2:6][C:5]3[CH:22]=[CH:23][C:2]([Cl:1])=[CH:3][CH:4]=3)=[O:9])[S:11](=[O:21])(=[O:20])[C:12]=2[CH:19]=1. Reported procedure: A solution containing N-(4-chlorobenzyl)-1-methyl-1H-thieno[2,3-e][1,3,4]-thiadiazine-3-carboxamide 4,4-dioxide (Preparation 56, 0.14 g) and anhydrous DMF (2 mL) is stirred under nitrogen while adding N-bromosuccinimide (0.074 g) in one portion. This solution is stirred overnight at room temperature before diluting with CH2Cl2 (50 mL) and washing with water (60 mL). The organic portion is separated and washed with brine, dried over Na2SO4, filtered, and concentrated to give a brown oil. Physical... The reactants are FC(C(=O)O)(C1=CC=C(C=C1)[N+](=O)[O-])F (Difluoro-(4-nitro-phenyl)-acetic acid), amide, S(=O)(Cl)Cl (Thionyl chloride), CN1CCNCC1 (1-Methyl-piperazine), C(C)(C)N(C(C)C)CC (N,N-Diisopropylethylamine), ClCCCl (1,2-Dichloroethane). The reagents and catalysts are [Pd] (Palladium on Carbon). Run in CCOC(=O)C (EtOAc), O.[Cl-].[Na+].O.C(=O)(O)[O-].[Na+] (water brine NaHCO3), CO (Methanol). Reaction conditions: temperature 79 celsius. The product is NC1=CC=C(C=C1)C(C(=O)N1CCN(CC1)C)(F)F (2-(4-Amino-phenyl)-2,2-difluoro-1-(4-methyl-piperazin-1-yl)-ethanone). Isolated yield 86.0%. As a reaction SMILES: [F:1][C:2]([F:15])([C:6]1[CH:11]=[CH:10][C:9]([N+:12]([O-])=O)=[CH:8][CH:7]=1)[C:3]([OH:5])=O.S(Cl)(Cl)=O.[CH3:20][N:21]1[CH2:26][CH2:25][NH:24][CH2:23][CH2:22]1.C(N(CC)C(C)C)(C)C.ClCCCl>CCOC(C)=O.O.[Cl-].[Na+].O.C([O-])(O)=O.[Na+].[Pd].CO>[NH2:12][C:9]1[CH:10]=[CH:11][C:6]([C:2]([F:1])([F:15])[C:3]([N:24]2[CH2:25][CH2:26][N:21]([CH3:20])[CH2:22][CH2:23]2)=[O:5])=[CH:7][CH:8]=1 |f:6.7.8.9.10.11|. Procedure details: Difluoro-(4-nitro-phenyl)-acetic acid (106 mg, 0.488 mmol) was suspended in Thionyl chloride (1.00 mL, 13.7 mmol) and heated at 79° C. in a vial for 5 h. Conc. and azeotroping with toluene afforded a residue, which was dried in vacuo. 1-Methyl-piperazine (0.100 mL, 0.902 mmol), N,N-Diisopropylethylamine (0.250 mL, 1.44 mmol) and 1,2-Dichloroethane (1.00 mL, 12.7 mmol) were added to the residue. The mixture was diluted with EtOAc (10 mL) and water:brine:NaHCO3 (1:3:2, 6 mL), the layers separated ... The product is CCCCOC(=O)c1ncc2cc(Oc3ccc(OC)cc3)ccc2c1O. As a reaction SMILES: [CH2:1]([CH2:2][CH2:3][CH3:4])[O:5][C:6](=[O:7])[c:8]1[n:9][c:10]([Cl:28])[c:11]2[cH:12][c:13]([O:19][c:20]3[cH:21][cH:22][c:23]([O:26][CH3:27])[cH:24][cH:25]3)[cH:14][cH:15][c:16]2[c:17]1[OH:18].[CH3:33][CH2:34][O:35][C:36]([CH3:37])=[O:38].[CH:29]([O-:30])=[O:31].[NH4+:32]>>[CH2:1]([CH2:2][CH2:3][CH3:4])[O:5][C:6](=[O:7])[c:8]1[n:9][cH:10][c:11]2[cH:12][c:13]([O:19][c:20]3[cH:21][cH:22][c:23]([O:26][CH3:27])[cH:24][cH:25]3)[cH:14][cH:15][c:16]2[c:17]1[OH:18]. The reactants are CCCCOC(=O)c1nc(Cl)c2cc(Oc3ccc(OC)cc3)ccc2c1O, CCOC(C)=O, O=C[O-], [NH4+]. Starting materials: N[C@@H](CC(O)=O)C(=O)O (Asp), N[C@@H](CCSC)C(=O)O (Met), N[C@@H](C)C(=O)O (Ala), N[C@@H](CC1=CC=CC=C1)C(=O)O (Phe), N[C@@H](CC(C)C)C(=O)O (Leu), N[C@@H](CCC(O)=O)C(=O)O (Glu), NCC(=O)O (Gly), N[C@@H]([C@@H](C)CC)C(=O)O (Ile). Yields the product N[C@@H](CCCNC(N)=N)C(=O)O (Arg). As a reaction SMILES: [NH2:1][C@H:2]([C:7]([OH:9])=[O:8])[CH2:3][C:4](=O)O.[NH2:10][C@H:11](C(O)=O)CCC(=O)O.[NH2:20][CH2:21]C(O)=O.[NH2:25][C@H](C(O)=O)C.N[C@H](C(O)=O)CCSC.N[C@H](C(O)=O)[C@H](CC)C.N[C@H](C(O)=O)CC(C)C.N[C@H](C(O)=O)CC1C=CC=CC=1>>[NH2:1][C@H:2]([C:7]([OH:9])=[O:8])[CH2:3][CH2:4][CH2:21][NH:20][C:11](=[NH:10])[NH2:25]. Procedure: 1.00 ×5, Asp:1.00 ×2, Ser:0.91 ×5, Glu:1.01, Gly:1.02 ×5, Ala:1.06, 1/2(Cys)2 :0.82 ×2, Met:0.89, Ile:0.92, Leu:1.05 ×2, Try:0.89, Phe:1.00 ×2 Isolated yield 98.0%. Reaction SMILES: C(OC(=O)[NH:7][CH2:8][C:9](=[O:48])[NH:10][C:11]1[CH:16]=[CH:15][CH:14]=[C:13]([O:17][C:18]2[CH:23]=[CH:22][C:21]([C:24](=[O:33])[NH:25][C:26]3[CH:31]=[CH:30][CH:29]=[C:28]([Br:32])[CH:27]=3)=[CH:20][C:19]=2[NH:34][C:35]2[C:36]3[CH:44]=[CH:43][C:42]([CH:45]([CH3:47])[CH3:46])=[N:41][C:37]=3[N:38]=[CH:39][N:40]=2)[CH:12]=1)(C)(C)C.[F:50][C:51]([F:56])([F:55])[C:52]([OH:54])=[O:53]>>[NH2:7][CH2:8][C:9]([NH:10][C:11]1[CH:12]=[C:13]([CH:14]=[CH:15][CH:16]=1)[O:17][C:18]1[CH:23]=[CH:22][C:21]([C:24]([NH:25][C:26]2[CH:31]=[CH:30][CH:29]=[C:28]([Br:32])[CH:27]=2)=[O:33])=[CH:20][C:19]=1[NH:34][C:35]1[C:36]2[CH:44]=[CH:43][C:42]([CH:45]([CH3:47])[CH3:46])=[N:41][C:37]=2[N:38]=[CH:39][N:40]=1)=[O:48].[F:50][C:51]([F:56])([F:55])[C:52]([OH:54])=[O:53]. The reactants are C(C)(C)(C)OC(NCC(NC1=CC(=CC=C1)OC1=C(C=C(C=C1)C(NC1=CC(=CC=C1)Br)=O)NC=1C2=C(N=CN1)N=C(C=C2)C(C)C)=O)=O (({3-[4-(3-Bromo-phenylcarbamoyl)-2-(7-isopropyl-pyrido[2,3-d]pyrimidin-4-ylamino)-phenoxy]-phenylcarbamoyl}-methyl)-carbamic acid tert-butyl ester), FC(C(=O)O)(F)F (trifluoroacetic acid). Product: NCC(=O)NC=1C=C(OC2=C(C=C(C(=O)NC3=CC(=CC=C3)Br)C=C2)NC=2C3=C(N=CN2)N=C(C=C3)C(C)C)C=CC1 (4-[3-(2-Amino-acetylamino)-phenoxy]-N-(3-bromo-phenyl)-3-(7-isopropyl-pyrido[2,3-d]pyrimidin-4-ylamino)-benzamide), FC(C(=O)O)(F)F (trifluoroacetic acid). Procedure: The product of Example 110 (0.04 g, 0.055 mmol) was treated with trifluoroacetic acid as in the procedure for Example 96. The crude product was purified by trituration in dichloromethane to provide the title compound as a trifluoroacetic acid salt (0.046 g, 98%). 1H NMR (300 MHz, DMSO-D6) δ ppm: 1.33 (d, J=6.99 Hz, 6 H), 3.21-3.32 (m, 1 H), 3.75 (d, J=5.52 Hz, 2 H), 6.81 (d, J=9.19 Hz, 1 H), 7.14 (d, J=8.82 Hz, 1 H), 7.24-7.38 (m, 3 H), 7.45 (s, 1 H), 7.72-7.78 (m, 1 H), 7.81 (d, J=8.46 Hz, 1 H)...